Dataset: the Open Reaction Database (ORD), a public repository of structured organic reaction records. Task: describe an organic reaction: reactants, conditions, products, and yield Reactants: CCOC(C)=O, CCOC(=O)c1coc(Cl)n1, [K+], [K+], O=C([O-])[O-], C1COCCO1, O=C(C=Cc1ccccc1)C=Cc1ccccc1, O=C(C=Cc1ccccc1)C=Cc1ccccc1, O=C(C=Cc1ccccc1)C=Cc1ccccc1, OCc1ccc(B(O)O)cc1, [Pd], [Pd]. Product: CCOC(=O)c1coc(-c2ccc(CO)cc2)n1. Reaction SMILES: [CH3:35][CH2:36][O:37][C:38]([CH3:39])=[O:40].[Cl:1][c:2]1[o:3][cH:4][c:5]([C:7](=[O:8])[O:9][CH2:10][CH3:11])[n:6]1.[K+:23].[K+:24].[O-:25][C:26]([O-:27])=[O:28].[O:29]1[CH2:30][CH2:31][O:32][CH2:33][CH2:34]1.[O:43]=[C:44]([CH:45]=[CH:46][c:47]1[cH:48][cH:49][cH:50][cH:51][cH:52]1)[CH:53]=[CH:54][c:55]1[cH:56][cH:57][cH:58][cH:59][cH:60]1.[O:61]=[C:62]([CH:63]=[CH:64][c:65]1[cH:66][cH:67][cH:68][cH:69][cH:70]1)[CH:71]=[CH:72][c:73]1[cH:74][cH:75][cH:76][cH:77][cH:78]1.[O:79]=[C:80]([CH:81]=[CH:82][c:83]1[cH:84][cH:85][cH:86][cH:87][cH:88]1)[CH:89]=[CH:90][c:91]1[cH:92][cH:93][cH:94][cH:95][cH:96]1.[OH:12][CH2:13][c:14]1[cH:15][cH:16][c:17]([B:20]([OH:21])[OH:22])[cH:18][cH:19]1.[Pd:41].[Pd:42]>>[c:2]1(-[c:17]2[cH:16][cH:15][c:14]([CH2:13][OH:12])[cH:19][cH:18]2)[o:3][cH:4][c:5]([C:7](=[O:8])[O:9][CH2:10][CH3:11])[n:6]1. The reactants are N-FMOC, O (H2O), N[C@@H](CC1=CC(I)=C(C(I)=C1)OC1=CC(I)=C(C(I)=C1)O)C(=O)O (L-Thyroxine), C(C)(=O)OC(C)=O (acetic anhydride). Reagents/catalysts: CN(C1=CC=NC=C1)C (4-dimethylaminopyridine). Run in C1CCOC1 (THF). Run at time 45 minute. The product is C(C)(=O)OC([C@@H](N)CC1=CC(I)=C(C(I)=C1)OC1=CC(I)=C(C(I)=C1)O)=O (O-acetyl thyroxine). Yield: 115.5%. RXN SMILES: [NH2:1][C@H:2]([C:22]([OH:24])=[O:23])[CH2:3][C:4]1[CH:11]=[C:9]([I:10])[C:8]([O:12][C:13]2[CH:20]=[C:18]([I:19])[C:17]([OH:21])=[C:15]([I:16])[CH:14]=2)=[C:6]([I:7])[CH:5]=1.[C:25](OC(=O)C)(=[O:27])[CH3:26].O>C1COCC1.CN(C)C1C=CN=CC=1>[C:25]([O:23][C:22](=[O:24])[C@H:2]([CH2:3][C:4]1[CH:5]=[C:6]([I:7])[C:8]([O:12][C:13]2[CH:14]=[C:15]([I:16])[C:17]([OH:21])=[C:18]([I:19])[CH:20]=2)=[C:9]([I:10])[CH:11]=1)[NH2:1])(=[O:27])[CH3:26]. Procedure details: The N-FMOC protected L-Thyroxine (26.3 g, 23.2 mmol) was dissolved in 150 mL THF, 3.28 mL (34.8 mmol) of acetic anhydride added, 283 mg (2.32 mmol) of 4-dimethylaminopyridine added, and reaction stirred under N2 for 45 minutes, then poured into 400 mL H2O and extracted with CHCl3 (3×400 mL). The CHCl3 extracts were combined, dried over Na2SO4, and solvent removed in vacuo. The residue was then purified by silica gel column chromatography, eluting with CH2Cl2 /MeOH/HOAc (90/10/0.4, v/v), to yield... Starting materials: N(=[N+]=[N-])C1C(C=2C(=C(SC2SC)C(=O)OCC)CC1)=O (ethyl 5-azido-4,5,6,7-tetrahydro-3-methylthio-4-oxobenzo(c]thiophene-1-carboxylate), C(C)(=O)OC(C)=O (acetic anhydride). The reagents and catalysts are [C].[Pd] (palladium-carbon). Solvent: C(C)(=O)O (acetic acid). Yields the product C(C)(=O)NC1C(C=2C(=C(SC2SC)C(=O)OCC)CC1)=O (ethyl 5-acetylamino-4,5,6,7-tetrahydro-3-methylthio-4-oxobenzo[c]thiophene-1-carboxylate). The yield is 73.8%. As a reaction SMILES: [N:1]([CH:4]1[CH2:19][CH2:18][C:7]2=[C:8]([C:13]([O:15][CH2:16][CH3:17])=[O:14])[S:9][C:10]([S:11][CH3:12])=[C:6]2[C:5]1=[O:20])=[N+]=[N-].[C:21](OC(=O)C)(=[O:23])[CH3:22]>[C].[Pd].C(O)(=O)C>[C:21]([NH:1][CH:4]1[CH2:19][CH2:18][C:7]2=[C:8]([C:13]([O:15][CH2:16][CH3:17])=[O:14])[S:9][C:10]([S:11][CH3:12])=[C:6]2[C:5]1=[O:20])(=[O:23])[CH3:22] |f:2.3|. Procedure: A mixture of ethyl 5-azido-4,5,6,7-tetrahydro-3-methylthio-4-oxobenzo(c]thiophene-1-carboxylate (3.62 g), palladium-carbon (5%, 50% wet, 4.0 g), acetic acid (70 ml) and acetic anhydride (35 ml) was subjected to a catalytic reduction reaction at room temperature under 1 atm. The insoluble substances were filtered off; the filtrate was concentrated under reduced pressure; the residue was dissolved in ethyl acetate-tetrahydrofuran (3:1, v/v). This solution was washed with water, a saturated aqueous... The reactants are C(=O)(N1C=NC=C1)N1C=NC=C1 (carbonyldiimidazole), C(C)(C)(C)OC(=O)NCCCN1C(=NC2=C1C=C(C=C2)C(=O)O)NC2=CC(=C(C(=C2)OC)OC)OC (1-{3-[(tert-butoxycarbonyl)amino]propyl}-2-[(3,4,5-trimethoxyphenyl)amino]-1H-benzimidazole-6-carboxylic acid), Cl (hydrochloric acid), resin, methyl-polystyrene resin, methylisothiocyanate polystyrene resin, N1CCCCC1 (piperidine). Solvent: C(C)(=O)OCC (ethyl acetate), C(Cl)(Cl)Cl (chloroform), O1CCCC1 (tetrahydrofuran), CN(C=O)C (dimethylformamide), ClCCl (dichloromethane), O1CCCC1 (tetrahydrofuran). Reaction conditions: temperature 20 celsius, time 16 hour. Yields the product Cl.Cl.NCCCN1C(=NC2=C1C=C(C=C2)C(=O)N2CCCCC2)NC2=CC(=C(C(=C2)OC)OC)OC (1-(3-aminopropyl)-6-(piperidin-1-ylcarbonyl)-N-(3,4,5-trimethoxyphenyl)-1H-benzimidazol-2-amine dihydrochloride). Yield: 65.0%. Reaction SMILES: C(N1C=CN=C1)(N1C=CN=C1)=O.C(OC([NH:20][CH2:21][CH2:22][CH2:23][N:24]1[C:28]2[CH:29]=[C:30]([C:33](O)=[O:34])[CH:31]=[CH:32][C:27]=2[N:26]=[C:25]1[NH:36][C:37]1[CH:42]=[C:41]([O:43][CH3:44])[C:40]([O:45][CH3:46])=[C:39]([O:47][CH3:48])[CH:38]=1)=O)(C)(C)C.[NH:49]1[CH2:54][CH2:53][CH2:52][CH2:51][CH2:50]1.[ClH:55]>C(Cl)(Cl)Cl.O1CCCC1.CN(C)C=O.ClCCl.C(OCC)(=O)C>[ClH:55].[ClH:55].[NH2:20][CH2:21][CH2:22][CH2:23][N:24]1[C:28]2[CH:29]=[C:30]([C:33]([N:49]3[CH2:54][CH2:53][CH2:52][CH2:51][CH2:50]3)=[O:34])[CH:31]=[CH:32][C:27]=2[N:26]=[C:25]1[NH:36][C:37]1[CH:42]=[C:41]([O:43][CH3:44])[C:40]([O:45][CH3:46])=[C:39]([O:47][CH3:48])[CH:38]=1 |f:9.10.11|. Procedure details: A solution of carbonyldiimidazole (CDI) (18 mg, 1.1 eq) in chloroform (0.2 ml) is added to a solution of 1-{3-[(tert-butoxycarbonyl)amino]propyl}-2-[(3,4,5-trimethoxyphenyl)amino]-1H-benzimidazole-6-carboxylic acid (50 mg, 1 eq) in tetrahydrofuran (0.45 ml) and dimethylformamide (0.05 ml). The mixture is stirred for 16 hours at a temperature of approximately 20° C., then a solution of piperidine (17 mg, 2 eq) in tetrahydrofuran (0.2 ml) is added. After stirring for 18 hours at a temperature of a... Starting materials: C1(=C(C(=CC(=C1)C)C)C=O)C (mesitaldehyde), C1(CCCCC1)=O (cyclohexanone). The reagents and catalysts are C(C)(=O)[O-].[Co+2].C(C)(=O)[O-] (cobalt (II) acetate). Run in C(C)(=O)O (acetic acid). Yields the product C1(=C(C(=CC(=C1)C)C)C(=O)O)C (Mesitoic Acid). RXN SMILES: [C:1]1([CH3:11])[CH:6]=[C:5]([CH3:7])[CH:4]=[C:3]([CH3:8])[C:2]=1[CH:9]=[O:10].C1(=[O:18])CCCCC1>C(O)(=O)C.C([O-])(=O)C.[Co+2].C([O-])(=O)C>[C:3]1([CH3:8])[CH:4]=[C:5]([CH3:7])[CH:6]=[C:1]([CH3:11])[C:2]=1[C:9]([OH:18])=[O:10] |f:3.4.5|. Procedure: To a flask equipped with a stirrer, condenser and an oxygen inlet were added mesitaldehyde (14.8 g, 0.10 mol), 30 mL (0.29 mol) of cyclohexanone and 10 mg of cobalt (II) acetate dissolved in 1 mL of acetic acid. Oxygen was bubbled in while the solution was stirred rapidly. Within an hour the temperature had risen to 70°, then declined rapidly. After 3 hr the solution was mixed with 75 ml of methylene chloride and 100 ml of water. Aqueous potassium hydroxide (40%) was added dropwise until the pH ... The reactants are CC1CCC=2N(CC1)C(C1=C(N2)SC2=C1CCCC2=O)=O (2,3,8,9,10,11-Hexahydro-9-methyl-[1]benzothieno[2′,3′: 4,5]pyrimido[1,2-a]azepine-4,13(1H,7H)-dione), CC1CC2=C(CC1)C1=C(N=C3N(CCCCC3)C1=O)S2 (3-Methyl-2,3,4,7,8,9, 10,11-octahydro-[1]benzothieno[2′,3′: 4,5]pyrimido-[1,2-a]azepin-13(1H)-one). The product is CC1C(C2=C(CC1)C1=C(N=C3N(CCCCC3)C1=O)S2)=O (2,3,8,9,10,11-Hexahydro-3-methyl-[1]benzothieno[2′,3′: 4,5]pyrimido[1,2-a]azepin-4,13(1H,7H)-dione). As a reaction SMILES: C[CH:2]1[CH2:8][CH2:7][N:6]2[C:9](=[O:21])[C:10]3[C:15]4[CH2:16][CH2:17][CH2:18][C:19](=[O:20])[C:14]=4[S:13][C:11]=3[N:12]=[C:5]2[CH2:4][CH2:3]1.[CH3:22]C1CCC2C3C(=O)N4CCCCCC4=NC=3SC=2C1>>[CH3:22][CH:18]1[CH2:17][CH2:16][C:15]2[C:10]3[C:9](=[O:21])[N:6]4[CH2:7][CH2:8][CH2:2][CH2:3][CH2:4][C:5]4=[N:12][C:11]=3[S:13][C:14]=2[C:19]1=[O:20]. Procedure details: Compound 28 was synthesized by the method described for compound 17 using compound 27 as a starting material. Reactants: ClCCCCC(C1=CC=C(C=C1)F)C1=CC=C(C=C1)F (1,1'-(5-chloro-1-pentylidene)bis[4-fluorobenzene]), NC(=O)C1CN(CCN1)CC(=O)NC1=C(C=CC(=C1)F)C (3-(aminocarbonyl)-N-(5-fluoro-2-methylphenyl)-1-piperazineacetamide), [I-].[K+] (potassium iodide), C([O-])([O-])=O.[Na+].[Na+] (sodium carbonate). Solvent: CN(C=O)C (N,N-dimethylformamide), C(C)N(CC)CC (N,N-diethylethanamine). Run at temperature 70 celsius. Product: Cl.FC=1C=CC(=C(C1)NC(CN1CCNCC1)=O)C (N-(5-fluoro-2-methylphenyl)-1-piperazineacetamide monohydrochloride). As a reaction SMILES: [Cl:1]CCCCC(C1C=CC(F)=CC=1)C1C=CC(F)=CC=1.NC([CH:24]1[NH:29][CH2:28][CH2:27][N:26]([CH2:30][C:31]([NH:33][C:34]2[CH:39]=[C:38]([F:40])[CH:37]=[CH:36][C:35]=2[CH3:41])=[O:32])[CH2:25]1)=O.[I-].[K+].C(=O)([O-])[O-].[Na+].[Na+]>CN(C)C=O.C(N(CC)CC)C>[ClH:1].[F:40][C:38]1[CH:37]=[CH:36][C:35]([CH3:41])=[C:34]([NH:33][C:31](=[O:32])[CH2:30][N:26]2[CH2:25][CH2:24][NH:29][CH2:28][CH2:27]2)[CH:39]=1 |f:2.3,4.5.6,9.10|. Procedure details: A mixture of 3.5 parts of 1,1'-(5-chloro-1-pentylidene)bis[4-fluorobenzene], 2.94 parts of 3-(aminocarbonyl)-N-(5-fluoro-2-methylphenyl)-1-piperazineacetamide, 2.1 parts of N,N-diethylethanamine, 0.1 parts of potassium iodide and 45 parts of N,N-dimethylformamide was stirred and heated for 48 hours at about 70° C. After 24 hours of stirring 2.12 parts of sodium carbonate were added. The reaction mixture was evaporated. The residue was taken up in water and the product was extracted with dichloro... Reactants: ClC=1C(=C(C(=C2C1C(=O)OC2=O)Cl)Cl)Cl (tetrachlorophthalic anhydride), FC(S(=O)(=O)C1=CC=C(N)C=C1)(F)F (4-trifluoromethylsulphonylaniline). Reaction conditions: time 2 hour. Product: FC(S(=O)(=O)C1=CC=C(C=C1)NC(C=1C(C(=O)O)=C(C(=C(C1Cl)Cl)Cl)Cl)=O)(F)F (N-(4-trifluoromethylsulphonylphenyl)-tetrachlorophthalamic acid). Yield: 54.8%. As a reaction SMILES: [Cl:1][C:2]1[C:3]([Cl:15])=[C:4]([Cl:14])[C:5]([Cl:13])=[C:6]2[C:11](=[O:12])[O:10][C:8](=[O:9])[C:7]=12.[F:16][C:17]([F:29])([F:28])[S:18]([C:21]1[CH:27]=[CH:26][C:24]([NH2:25])=[CH:23][CH:22]=1)(=[O:20])=[O:19]>>[F:28][C:17]([F:16])([F:29])[S:18]([C:21]1[CH:22]=[CH:23][C:24]([NH:25][C:11](=[O:12])[C:6]2[C:7](=[C:2]([Cl:1])[C:3]([Cl:15])=[C:4]([Cl:14])[C:5]=2[Cl:13])[C:8]([OH:10])=[O:9])=[CH:26][CH:27]=1)(=[O:19])=[O:20]. Procedure: 14 g (0.05 mol) of tetrachlorophthalic anhydride and 11 g (0.05 mol) of 4-trifluoromethylsulphonylaniline were heated to 200° C. and the mixture was kept at this temperature for 2 hours. It was then cooled and the reaction product was precipitated by adding ice-water. The product was then filtered off, washed with 50 ml of methanol and then stirred with 10% strength sodium hydroxide solution until it had dissolved. The impurities were filtered off and aqueous dilute hydrochloric acid was added t... Reactants: C1=CC=NC(=C1)OC(=S)OC2=CC=CC=N2 (di-2-pyridyl thionocarbonate), NC1=C(C2=C(N=CN2)C(=C1)C)C (5-amino-4,7-dimethylbenzimidazole). Reagents/catalysts: CN(C1=CC=NC=C1)C (4-dimethylaminopyridine). Solvent: C(Cl)Cl (CH2Cl2), CO (methanol). Conditions: time 3 hour. Yields the product CC1=C(C=C(C=2N=CNC21)C)N=C=S (4,7-dimethyl-5-benzimidazolylisothiocyanate). As a reaction SMILES: C1C=C(O[C:8](OC2N=CC=CC=2)=[S:9])N=CC=1.[NH2:17][C:18]1[CH:26]=[C:25]([CH3:27])[C:21]2[N:22]=[CH:23][NH:24][C:20]=2[C:19]=1[CH3:28]>CN(C)C1C=CN=CC=1.C(Cl)Cl.CO>[CH3:28][C:19]1[C:20]2[NH:24][CH:23]=[N:22][C:21]=2[C:25]([CH3:27])=[CH:26][C:18]=1[N:17]=[C:8]=[S:9]. Procedure details: To a solution of di-2-pyridyl thionocarbonate (2.29 g) and 4-dimethylaminopyridine (0.03 g) in CH2Cl2 (150 mL) is added dropwise over 30 minutes a solution of 5-amino-4,7-dimethylbenzimidazole (0.816 g) in methanol (50 mL). The mixture is stirred for 3 hours at room temperature, then rotary evaporated. The residue is purified by flash chromatography on silica gel, eluting with a gradient of 50% to 80% ethyl acetate/hexane to afford 4,7-dimethyl-5-benzimidazolylisothiocyanate as a white solid. The reactants are C(C)=O (acetaldehyde), N1C(CC2=CC=CC=C12)=O (indolin-2-one), N1CCCCC1 (piperidine). Run in CO (methanol). Product: C(C)=C1C(NC2=CC=CC=C12)=O (3-ethylidene-1,3-dihydro-indol-2-one). RXN SMILES: [CH:1](=O)[CH3:2].[NH:4]1[C:12]2[C:7](=[CH:8][CH:9]=[CH:10][CH:11]=2)[CH2:6][C:5]1=[O:13].N1CCCCC1>CO>[CH:1](=[C:6]1[C:7]2[C:12](=[CH:11][CH:10]=[CH:9][CH:8]=2)[NH:4][C:5]1=[O:13])[CH3:2]. Reported procedure: 0.85 mL (15 mmol) acetaldehyde were added dropwise to 2.0 g (15 mmol) indolin-2-one and 0.20 mL piperidine in 20 mL methanol. The reaction mixture was refluxed for 3 h and then evaporated down. The residue was triturated in diisopropylether and suction filtered.